This data is from the Open Reaction Database (ORD), a public repository of structured organic reaction records. The task is: describe an organic reaction: reactants, conditions, products, and yield Starting materials: CCOC(=O)C1(NC(=O)c2cccc3cccnc23)Cc2ccccc2C1, CCO, [K+], [OH-], O. The product is O=C(NC1(C(=O)O)Cc2ccccc2C1)c1cccc2cccnc12. As a reaction SMILES: [CH2:1]([CH3:2])[O:3][C:4](=[O:5])[C:6]1([NH:15][C:16](=[O:17])[c:18]2[cH:19][cH:20][cH:21][c:22]3[cH:23][cH:24][cH:25][n:26][c:27]23)[CH2:7][c:8]2[cH:9][cH:10][cH:11][cH:12][c:13]2[CH2:14]1.[CH3:31][CH2:32][OH:33].[K+:29].[OH-:28].[OH2:30]>>[O:3]=[C:4]([OH:5])[C:6]1([NH:15][C:16](=[O:17])[c:18]2[cH:19][cH:20][cH:21][c:22]3[cH:23][cH:24][cH:25][n:26][c:27]23)[CH2:7][c:8]2[cH:9][cH:10][cH:11][cH:12][c:13]2[CH2:14]1.